From a dataset of the Open Reaction Database (ORD), a public repository of structured organic reaction records. describe an organic reaction: reactants, conditions, products, and yield Starting materials: C(=O)(N1C=NC=C1)N1C=NC=C1 (1,1'-carbonyldiimidazole), OP(=O)(C)CC(C(=O)O)CCC1=CC=CC=C1 (2-((Hydroxy(methyl)phosphinyl)methyl)-4-phenylbutanoic acid), C1(=CC=CC=C1)NC([C@@H](N)CC(C)C)=O (L-leucine N-phenylamide). The solvent is C(C)(=O)OCC (ethyl acetate), O1CCCC1 (tetrahydrofuran). The product is C1(=CC=CC=C1)NC([C@@H](NC(C(CCC1=CC=CC=C1)CP(=O)(C)O)=O)CC(C)C)=O ((2-((Hydroxy(methyl)phosphinyl)methyl)-4-phenylbutanoyl)-L-leucine N-phenylamide). The yield is 94.1%. Reaction SMILES: [OH:1][P:2]([CH2:5][CH:6]([CH2:10][CH2:11][C:12]1[CH:17]=[CH:16][CH:15]=[CH:14][CH:13]=1)[C:7]([OH:9])=O)([CH3:4])=[O:3].C(N1C=CN=C1)(N1C=CN=C1)=O.[C:30]1([NH:36][C:37](=[O:44])[C@H:38]([CH2:40][CH:41]([CH3:43])[CH3:42])[NH2:39])[CH:35]=[CH:34][CH:33]=[CH:32][CH:31]=1>O1CCCC1.C(OCC)(=O)C>[C:30]1([NH:36][C:37](=[O:44])[C@H:38]([CH2:40][CH:41]([CH3:42])[CH3:43])[NH:39][C:7](=[O:9])[CH:6]([CH2:5][P:2]([OH:1])([CH3:4])=[O:3])[CH2:10][CH2:11][C:12]2[CH:17]=[CH:16][CH:15]=[CH:14][CH:13]=2)[CH:35]=[CH:34][CH:33]=[CH:32][CH:31]=1. Procedure: A portion (313 mg) of the crude 2-((hydroxy(methyl)phosphinyl)methyl)-4-phenylbutanoic acid from Step B was dissolved in tetrahydrofuran (3.0 mL) and 4 Å molecular sieves (0.40 g) were added. The mixture was stirred at room temperature and 1,1'-carbonyldiimidazole (215 mg, 1.33 mmol) was added, followed 15 min later by L-leucine N-phenylamide (297 mg, 1.44 mmol).7After 22 h, the mixture was diluted with ethyl acetate (30 mL) and washed with 2N aqueous hydrochloric acid (2×15 mL) and saturated aq...